Dataset: the Open Reaction Database (ORD), a public repository of structured organic reaction records. Task: describe an organic reaction: reactants, conditions, products, and yield The reactants are BrCC1CC1, C#CC(O[Si](C)(C)C(C)(C)C)C1(CC2CC2)CCC1, CC(C)(C)[Si](C)(C)OC(C#CCO)C1(CC2CC2)CCC1, CCOC(C)=O, CCCCCC, OCC1(CC2CC2)CCC1, O=C(O)C1CCC1, O=CC1(CC2CC2)CCC1, C#CC(O)C1(CC2CC2)CCC1. Product: O=C(O)C1(CC2CC2)CCC1. RXN SMILES: [Br:8][CH2:9][CH:10]1[CH2:11][CH2:12]1.[C:45]([Si:46]([O:47][CH:48]([C:49]1([CH2:50][CH:51]2[CH2:52][CH2:53]2)[CH2:54][CH2:55][CH2:56]1)[C:57]#[CH:58])([CH3:59])[CH3:60])([CH3:61])([CH3:62])[CH3:63].[C:64]([Si:65]([CH3:66])([CH3:67])[O:68][CH:69]([C:70]1([CH2:71][CH:72]2[CH2:73][CH2:74]2)[CH2:75][CH2:76][CH2:77]1)[C:78]#[C:79][CH2:80][OH:81])([CH3:82])([CH3:83])[CH3:84].[CH3:85][CH2:86][O:87][C:88]([CH3:89])=[O:90].[CH3:91][CH2:92][CH2:93][CH2:94][CH2:95][CH3:96].[CH:13]1([CH2:14][C:15]2([CH2:16][OH:17])[CH2:18][CH2:19][CH2:20]2)[CH2:21][CH2:22]1.[CH:1]1([C:5](=[O:6])[OH:7])[CH2:2][CH2:3][CH2:4]1.[CH:23]1([CH2:24][C:25]2([CH:26]=[O:27])[CH2:28][CH2:29][CH2:30]2)[CH2:31][CH2:32]1.[CH:33]1([CH2:34][C:35]2([CH:36]([OH:37])[C:38]#[CH:39])[CH2:40][CH2:41][CH2:42]2)[CH2:43][CH2:44]1>>[C:1]1([C:5](=[O:6])[OH:7])([CH2:9][CH:10]2[CH2:11][CH2:12]2)[CH2:2][CH2:3][CH2:4]1. Starting materials: C(CC(=O)C)(=O)OCC (ethyl acetoacetate), COC(N(C)C)OC (dimethylformamide dimethyl acetal), Cl.C1(=CC=CC=C1)NN (phenyl hydrazine hydrochloride). The solvent is C(C)O (ethanol). Run at temperature 120 celsius, time 2 hour. The product is CC1=C(C=NN1C1=CC=CC=C1)C(=O)OCC (Ethyl 5-methyl-1-phenylpyrazol-4-carboxylate). Yield: 87.6%. Reaction SMILES: [C:1]([O:7][CH2:8][CH3:9])(=[O:6])[CH2:2][C:3]([CH3:5])=O.[CH3:10]OC(OC)N(C)C.Cl.[C:19]1([NH:25][NH2:26])[CH:24]=[CH:23][CH:22]=[CH:21][CH:20]=1>C(O)C>[CH3:5][C:3]1[N:25]([C:19]2[CH:24]=[CH:23][CH:22]=[CH:21][CH:20]=2)[N:26]=[CH:10][C:2]=1[C:1]([O:7][CH2:8][CH3:9])=[O:6] |f:2.3|. Reported procedure: A mixture of ethyl acetoacetate (1.5 g, 11.5 mmol) and dimethylformamide dimethyl acetal (1.68 mL, 12.7 mmol) was stirred at 120° C. for 2 hours. The reaction solution was cooled to room temperature, and a solution of phenyl hydrazine hydrochloride (1.67 g, 11.5 mmol) in ethanol (30 mL) was then added thereto. The obtained mixture was stirred at 80° C. for 2.5 hours. The reaction solution was cooled to room temperature, and it was then concentrated under reduced pressure. The residue was purifie... The reactants are N(CC(O)C1OC2=C(CC1)C=CC=C2)CC(O)C2OC1=C(CC2)C=CC=C1 (α,α'-[iminobis(methylene)]bis[3,4-dihydro-2H-1-benzopyran-2-methanol]), Br (hydrogen bromide). Run in CC(C)O (2-propanol), CC(C)O (2-propanol). Yields the product Br.N(CC(O)C1OC2=C(CC1)C=CC=C2)CC(O)C2OC1=C(CC2)C=CC=C1 (α,α'-[iminobis(methylene)]bis[3,4-dihydro-2H-1-benzopyran-2-methanol]hydrobromide). RXN SMILES: [NH:1]([CH2:15][CH:16]([CH:18]1[CH2:23][CH2:22][C:21]2[CH:24]=[CH:25][CH:26]=[CH:27][C:20]=2[O:19]1)[OH:17])[CH2:2][CH:3]([CH:5]1[CH2:10][CH2:9][C:8]2[CH:11]=[CH:12][CH:13]=[CH:14][C:7]=2[O:6]1)[OH:4].[BrH:28]>CC(O)C>[BrH:28].[NH:1]([CH2:2][CH:3]([CH:5]1[CH2:10][CH2:9][C:8]2[CH:11]=[CH:12][CH:13]=[CH:14][C:7]=2[O:6]1)[OH:4])[CH2:15][CH:16]([CH:18]1[CH2:23][CH2:22][C:21]2[CH:24]=[CH:25][CH:26]=[CH:27][C:20]=2[O:19]1)[OH:17] |f:3.4|. Procedure details: To a stirred solution of 1 part of (A+A+)-α,α'-[iminobis(methylene)]bis[3,4-dihydro-2H-1-benzopyran-2-methanol] in 16 parts of 2-propanol were added dropwise 8 parts of 2-propanol saturated with hydrogen bromide. The product was filtered off and crystallized from 2-propanol. The product was filtered off and dried, yielding 0.8 parts of (A+A+)-α,α'-[iminobis(methylene)]bis[3,4-dihydro-2H-1-benzopyran-2-methanol]hydrobromide; mp. 236.5° C.; [α]589 =+114.53° (c=1% CH3OH) (compound 142). Reactants: CO, Cc1ccccc1, CCc1ccccc1-c1ccccc1O. Product: CCc1ccccc1-c1cccc(C=O)c1O. RXN SMILES: [CH3:16][OH:17].[CH3:18][c:19]1[cH:20][cH:21][cH:22][cH:23][cH:24]1.[CH3:1][CH2:2][c:3]1[c:4](-[c:9]2[c:10]([OH:15])[cH:11][cH:12][cH:13][cH:14]2)[cH:5][cH:6][cH:7][cH:8]1>>[CH3:1][CH2:2][c:3]1[c:4](-[c:9]2[c:10]([OH:15])[c:11]([CH:16]=[O:17])[cH:12][cH:13][cH:14]2)[cH:5][cH:6][cH:7][cH:8]1. Reactants: CCOC(C)OC(CC=C(C)C)C(C)CCOC(C)=O, O=C([O-])[O-], CO, [K+], [K+], O. Product: CCOC(C)OC(CC=C(C)C)C(C)CCO. Reaction SMILES: [C:1](=[O:2])([CH3:3])[O:4][CH2:5][CH2:6][CH:7]([CH:8]([CH2:9][CH:10]=[C:11]([CH3:12])[CH3:13])[O:14][CH:15]([CH3:16])[O:17][CH2:18][CH3:19])[CH3:20].[C:21](=[O:22])([O-:23])[O-:24].[CH3:28][OH:29].[K+:25].[K+:26].[OH2:27]>>[OH:4][CH2:5][CH2:6][CH:7]([CH:8]([CH2:9][CH:10]=[C:11]([CH3:12])[CH3:13])[O:14][CH:15]([CH3:16])[O:17][CH2:18][CH3:19])[CH3:20]. Starting materials: FC=1C=C(C=CC1[N+](=O)[O-])OCC1=CC=C(C=C1)F (4-fluorophenylmethyl 3-fluoro-4-nitrophenyl ether). Reagents/catalysts: [Fe] (iron). Solvent: C(C)(=O)O (acetic acid), O (water). The product is NC1=C(C=C(C=C1)OCC1=CC=C(C=C1)F)F (4-fluorophenylmethyl 4-amino-3-fluorophenyl ether). Isolated yield 70.5%. RXN SMILES: [F:1][C:2]1[CH:3]=[C:4]([O:11][CH2:12][C:13]2[CH:18]=[CH:17][C:16]([F:19])=[CH:15][CH:14]=2)[CH:5]=[CH:6][C:7]=1[N+:8]([O-])=O>C(O)(=O)C.O.[Fe]>[NH2:8][C:7]1[CH:6]=[CH:5][C:4]([O:11][CH2:12][C:13]2[CH:18]=[CH:17][C:16]([F:19])=[CH:15][CH:14]=2)=[CH:3][C:2]=1[F:1]. Reported procedure: A solution of 11.0 g (0.041 mole) of 4-fluorophenylmethyl 3-fluoro-4-nitrophenyl ether in 100 mL of glacial acetic acid and 10 mL of water was heated to 50° C. To this hot solution was added 1.0 g (0.18 mole) of powdered iron. The reaction mixture was allowed to cool to ambient temperature, where it stirred for an additional hour. The reaction mixture was filtered through a bed of Celite® filter aid, and the Celite bed was washed in succession with ethyl acetate and 200 mL of water. The washes a... Reactants: CCS(=O)(=O)c1ccc(F)cc1, CO, [K+], O=[N+]([O-])[O-], O, O=S(=O)(O)O. Yields the product CCS(=O)(=O)c1ccc(F)c([N+](=O)[O-])c1. RXN SMILES: [CH2:1]([CH3:2])[S:3](=[O:4])(=[O:5])[c:6]1[cH:7][cH:8][c:9]([F:12])[cH:10][cH:11]1.[CH3:19][OH:20].[K+:13].[O-:14][N+:15]([O-:16])=[O:17].[OH2:18].[S:21](=[O:22])(=[O:23])([OH:24])[OH:25]>>[CH2:1]([CH3:2])[S:3](=[O:4])(=[O:5])[c:6]1[cH:7][c:8]([N+:15](=[O:14])[O-:16])[c:9]([F:12])[cH:10][cH:11]1. Reactants: O=C(O)c1cc(OCC(F)(F)F)ccc1OCC(F)(F)F, O=S(Cl)Cl, c1ccccc1. Yields the product [Cl-], O=C(O)c1cc(OCC(F)(F)F)ccc1OCC(F)(F)F. As a reaction SMILES: [F:1][C:2]([CH2:3][O:4][c:5]1[c:6]([C:7](=[O:8])[OH:9])[cH:10][c:11]([O:14][CH2:15][C:16]([F:17])([F:18])[F:19])[cH:12][cH:13]1)([F:20])[F:21].[S:22]([Cl:23])([Cl:24])=[O:25].[cH:26]1[cH:27][cH:28][cH:29][cH:30][cH:31]1>>[Cl-:24].[F:1][C:2]([CH2:3][O:4][c:5]1[c:6]([C:7](=[O:8])[OH:9])[cH:10][c:11]([O:14][CH2:15][C:16]([F:17])([F:18])[F:19])[cH:12][cH:13]1)([F:20])[F:21]. The reactants are C1(CC1)N1C=C(C(C2=CC(=C(C(=C12)OC)N1CC(NCC1)C)F)=O)C(=O)O (1-cyclopropyl-6-fluoro-8-methoxy-7-(3-methyl-1-piperazinyl)-1,4-dihydro-4-oxoquinoline-3-carboxylic acid), Cl (hydrochloric acid), Cl (hydrochloric acid), C(=O)O (formic acid). Run in C=O (formaldehyde). The product is Cl.C1(CC1)N1C=C(C(C2=CC(=C(C(=C12)OC)N1CC(N(CC1)C)C)F)=O)C(=O)O (1-cyclopropyl-6-fluoro-8-methoxy-7-(3,4-dimethyl-1-piperazinyl)-1,4-dihydro-4-oxoquinoline-3-carboxylic acid hydrochloride). RXN SMILES: [CH:1]1([N:4]2[C:13]3[C:8](=[CH:9][C:10]([F:23])=[C:11]([N:16]4[CH2:21][CH2:20][NH:19][CH:18]([CH3:22])[CH2:17]4)[C:12]=3[O:14][CH3:15])[C:7](=[O:24])[C:6]([C:25]([OH:27])=[O:26])=[CH:5]2)[CH2:3][CH2:2]1.[ClH:28].[CH:29](O)=O>C=O>[ClH:28].[CH:1]1([N:4]2[C:13]3[C:8](=[CH:9][C:10]([F:23])=[C:11]([N:16]4[CH2:21][CH2:20][N:19]([CH3:29])[CH:18]([CH3:22])[CH2:17]4)[C:12]=3[O:14][CH3:15])[C:7](=[O:24])[C:6]([C:25]([OH:27])=[O:26])=[CH:5]2)[CH2:3][CH2:2]1 |f:4.5|. Reported procedure: A solution of 1.5 g (0.004 mole) of 1-cyclopropyl-6-fluoro-8-methoxy-7-(3-methyl-1-piperazinyl)-1,4-dihydro-4-oxoquinoline-3-carboxylic acid (free form) (prepared as described in Example 22, but omitting the final reaction with hydrochloric acid) in a mixture of 75 ml of 90% aqueous formic acid and 45 ml of 37% aqueous formaldehyde was heated under reflux for 15 hours. 8 ml of concentrated hydrochloric acid were then added to the reaction mixture, and the solvent (formic acid, formalin and water... Reactants: [Al+3], C1CCOC1, CCOC(=O)COC1CC(C(=O)N(C)C)N(C(=O)OC(C)(C)C)C1, [H-], [H-], [H-], [H-], [Li+]. Yields the product CN(C)C(=O)C1CC(OCCO)CN1C(=O)OC(C)(C)C. Reaction SMILES: [Al+3:26].[CH2:31]1[O:32][CH2:33][CH2:34][CH2:35]1.[CH3:1][N:2]([C:3](=[O:4])[CH:5]1[N:6]([C:17](=[O:18])[O:19][C:20]([CH3:21])([CH3:22])[CH3:23])[CH2:7][CH:8]([O:10][CH2:11][C:12](=[O:13])[O:14][CH2:15][CH3:16])[CH2:9]1)[CH3:24].[H-:25].[H-:28].[H-:29].[H-:30].[Li+:27]>>[CH3:1][N:2]([C:3](=[O:4])[CH:5]1[N:6]([C:17](=[O:18])[O:19][C:20]([CH3:21])([CH3:22])[CH3:23])[CH2:7][CH:8]([O:10][CH2:11][CH2:12][OH:13])[CH2:9]1)[CH3:24].